Dataset: the Open Reaction Database (ORD), a public repository of structured organic reaction records. Task: describe an organic reaction: reactants, conditions, products, and yield As a reaction SMILES: [K:1].[CH2:2]([O:9][C:10]1[CH:15]=[C:14](Br)[CH:13]=[C:12]([F:17])[C:11]=1[N:18]1[S:22](=[O:24])(=[O:23])[NH:21][C:20](=[O:25])[CH2:19]1)[C:3]1[CH:8]=[CH:7][CH:6]=[CH:5][CH:4]=1.CO[CH2:28][CH2:29]OC.[C:32](=O)([O-])[O-].[Na+].[Na+].[CH2:38]1[CH2:42]O[CH2:40][CH2:39]1>>[K:1].[CH2:32]([C:14]1[CH:13]=[C:12]([F:17])[C:11]([N:18]2[S:22](=[O:24])(=[O:23])[NH:21][C:20](=[O:25])[CH2:19]2)=[C:10]([O:9][CH2:2][C:3]2[CH:8]=[CH:7][CH:6]=[CH:5][CH:4]=2)[CH:15]=1)[C:29]1[CH:28]=[CH:42][CH:38]=[CH:39][CH:40]=1 |f:0.1,3.4.5,7.8,^1:0,42|. The product is [K].C(C1=CC=CC=C1)C1=CC(=C(C(=C1)F)N1CC(NS1(=O)=O)=O)OCC1=CC=CC=C1 (5-(4-Benzyl-2-benzyloxy-6-fluorophenyl)-1,1-dioxo-1,2,5-thiadiazolidin-3-one potassium salt). The reactants are aqueous solution, [K].C(C1=CC=CC=C1)OC1=C(C(=CC(=C1)Br)F)N1CC(NS1(=O)=O)=O (5-(2-benzyloxy-4-bromo-6-fluorophenyl)-1,1-dioxo-1,2,5-thiadiazolidin-3-one potassium salt), polystyrene tetrakis(triphenylphosphine)palladium(0), benzyl-9-BBN, solution, C1CCOC1 (THF), COCCOC (DME), C([O-])([O-])=O.[Na+].[Na+] (sodium carbonate). Procedure details: To a microwave vial is added 90 mg (0.199 mmole) of 5-(2-benzyloxy-4-bromo-6-fluorophenyl)-1,1-dioxo-1,2,5-thiadiazolidin-3-one potassium salt (intermediate from 1) and 60 mg of polystyrene-tetrakis(triphenylphosphine)palladium(0) (0.1 mmol/g) followed by 4.5 mL DME. To this is added 84 mg (0.396 mmole) of benzyl-9-BBN (0.78 mL of a 1.0 M solution in THF) followed by 84 mg (0.79 mmol) of sodium carbonate (0.39 mL of a 2.0 M aqueous solution). The mixture is heated in a microwave apparatus at 100... Conditions: temperature 100 celsius. Starting materials: COCCN (2-methoxyethylamine), O=C1NC2=CC=C(C=C2NC1=O)S(=O)(=O)Cl (1,2,3,4-tetrahydro-2,3-dioxo-6-quinoxalinesulfonyl chloride), C(C)(=O)O (acetic acid). The solvent is O (water), O (water). Conditions: time 2 day. Yields the product COCCNS(=O)(=O)C=1C=C2NC(C(NC2=CC1)=O)=O (1,2,3,4-tetra-hydro-N-(2-methoxy-ethyl)-2,3-dioxo-6-quinoxaline sulfonamide). Isolated yield 63.0%. RXN SMILES: [CH3:1][O:2][CH2:3][CH2:4][NH2:5].[O:6]=[C:7]1[C:16](=[O:17])[NH:15][C:14]2[C:9](=[CH:10][CH:11]=[C:12]([S:18](Cl)(=[O:20])=[O:19])[CH:13]=2)[NH:8]1.C(O)(=O)C>O>[CH3:1][O:2][CH2:3][CH2:4][NH:5][S:18]([C:12]1[CH:13]=[C:14]2[C:9](=[CH:10][CH:11]=1)[NH:8][C:7](=[O:6])[C:16](=[O:17])[NH:15]2)(=[O:19])=[O:20]. Procedure: To a solution of 7.51 g (0.1 mole) of 2-methoxyethylamine in 20 ml of water 5.21 g (0.02 mole) of 1,2,3,4-tetrahydro-2,3-dioxo-6-quinoxalinesulfonyl chloride are added in small portions, under stirring, and the mixture is stirred at room temperature for 16 hours. It is allowed to stand further for 2 days, and then 15 ml of acetic acid and 10 ml of water are added to it. The separated crystals are filtered, washed successively with water and acetone, dried, dissolved in a slight amount of hot dim... The reactants are B(O)(O)O (Boric acid), OC[C@H](O)[C@@H](O)[C@H](O)[C@H](O)CO (sorbitol), C(C=1C(O)=CC=CC1)(=O)N (salicylamide). The solvent is C1(=CC=CC=C1)C (toluene). Conditions: time 8 hour. The product is C(C=1C(O)=CC=CC1)(=O)N.B(O)(O)O.OC[C@H](O)[C@@H](O)[C@H](O)[C@H](O)CO (salicylamide sorbitol borate). The yield is 86.6%. As a reaction SMILES: [B:1]([OH:4])([OH:3])[OH:2].[OH:5][CH2:6][C@@H:7]([C@H:9]([C@@H:11]([C@@H:13]([CH2:15][OH:16])[OH:14])[OH:12])[OH:10])[OH:8].[C:17]([NH2:26])(=[O:25])[C:18]1[C:19](=[CH:21][CH:22]=[CH:23][CH:24]=1)[OH:20]>C1(C)C=CC=CC=1>[C:17]([NH2:26])(=[O:25])[C:18]1[C:19](=[CH:21][CH:22]=[CH:23][CH:24]=1)[OH:20].[B:1]([OH:4])([OH:3])[OH:2].[OH:16][CH2:15][C@@H:13]([C@H:11]([C@@H:9]([C@@H:7]([CH2:6][OH:5])[OH:8])[OH:10])[OH:12])[OH:14] |f:4.5.6|. Procedure: Salicylamide/sorbitol borate was prepared as follows. Boric acid (10.3 grams), sorbitol (30.4 grams), and salicylamide (22.9 grams) were added to a 250 milliliter flask. One hundred fifty milliliters of toluene was then added. The reaction was allowed to proceed overnight at 110° C., and the byproduct water (˜9 grams) was continuously removed from the reaction by azeotropic distillation. The final solution was evaporated to remove toluene under vacuum, and a yellowish resinous product (˜55 grams... The reactants are N1(N=CC=C1)CC1=CC=C(CN)C=C1 (4-Pyrazol-1-ylmethyl-benzylamine), COC(/C(=C/N(C)C)/[N+]#[C-])=O ((Z)-methyl-3-(dimethylamino)-2-isocyanoacrylate), CCN(C(C)C)C(C)C (DIPEA). Solvent: C(CCC)O (nBuOH). Reaction conditions: temperature 120 celsius. The product is COC(=O)C=1N=CN(C1)CC1=CC=C(C=C1)CN1N=CC=C1 (1-(4-Pyrazol-1-ylmethyl-benzyl)-1H-imidazole-4-carboxylic acid methyl ester). As a reaction SMILES: [N:1]1([CH2:6][C:7]2[CH:14]=[CH:13][C:10]([CH2:11][NH2:12])=[CH:9][CH:8]=2)[CH:5]=[CH:4][CH:3]=[N:2]1.[CH3:15][O:16][C:17](=[O:25])/[C:18](/[N+:23]#[C-:24])=[CH:19]/N(C)C.CCN(C(C)C)C(C)C>C(O)CCC>[CH3:15][O:16][C:17]([C:18]1[N:23]=[CH:24][N:12]([CH2:11][C:10]2[CH:13]=[CH:14][C:7]([CH2:6][N:1]3[CH:5]=[CH:4][CH:3]=[N:2]3)=[CH:8][CH:9]=2)[CH:19]=1)=[O:25]. Procedure: A mixture of 4-Pyrazol-1-ylmethyl-benzylamine (550 mg, 2.5 mmol), (Z)-methyl-3-(dimethylamino)-2-isocyanoacrylate (380 mg, 2.5 mmol) and DIPEA (1.3 mL, 7.4 mmol) in 20 mL nBuOH was heated to 120° C. for 16 h. The mixture was concentrated in vacuo and the crude product was used in the next step without further purification. LCMS (method A) RtA=1.210 min; [M+H]+=297.0.